From a dataset of the Open Reaction Database (ORD), a public repository of structured organic reaction records. describe an organic reaction: reactants, conditions, products, and yield Starting materials: Nc1cc(Cl)ccc1SCc1ccccc1[N+](=O)[O-], c1ccncc1, O=S(=O)(Cl)c1cc2ccccc2o1. Product: O=[N+]([O-])c1ccccc1CSc1ccc(Cl)cc1NS(=O)(=O)c1cc2ccccc2o1. As a reaction SMILES: [Cl:1][c:2]1[cH:3][cH:4][c:5]([S:9][CH2:10][c:11]2[c:12]([N+:17](=[O:18])[O-:19])[cH:13][cH:14][cH:15][cH:16]2)[c:6]([NH2:7])[cH:8]1.[cH:33]1[cH:34][cH:35][n:36][cH:37][cH:38]1.[o:20]1[c:21]([S:29](=[O:30])(=[O:31])[Cl:32])[cH:22][c:23]2[c:24]1[cH:25][cH:26][cH:27][cH:28]2>>[Cl:1][c:2]1[cH:3][cH:4][c:5]([S:9][CH2:10][c:11]2[c:12]([N+:17](=[O:18])[O-:19])[cH:13][cH:14][cH:15][cH:16]2)[c:6]([NH:7][S:29]([c:21]2[o:20][c:24]3[c:23]([cH:22]2)[cH:28][cH:27][cH:26][cH:25]3)(=[O:30])=[O:31])[cH:8]1.